Dataset: the Open Reaction Database (ORD), a public repository of structured organic reaction records. Task: describe an organic reaction: reactants, conditions, products, and yield The reactants are CC([O-])=S, CS(=O)(=O)OC1CN(c2nc(C(N)=O)co2)C1, CN(C)C=O, [K+]. Product: CC(=O)SC1CN(c2nc(C(N)=O)co2)C1. As a reaction SMILES: [C:18]([CH3:19])(=[S:20])[O-:21].[C:1]([NH2:2])(=[O:3])[c:4]1[n:5][c:6]([N:9]2[CH2:10][CH:11]([O:13][S:14]([CH3:15])(=[O:16])=[O:17])[CH2:12]2)[o:7][cH:8]1.[CH3:23][N:24]([CH3:25])[CH:26]=[O:27].[K+:22]>>[C:1]([NH2:2])(=[O:3])[c:4]1[n:5][c:6]([N:9]2[CH2:10][CH:11]([S:20][C:18]([CH3:19])=[O:21])[CH2:12]2)[o:7][cH:8]1. Reactants: CSC1=NC=C(C(=N1)NCC1=CC(=C(C=C1)OC)Cl)CO (2-methylthio-4-(3-chloro-4-methoxybenzylamino)-5-hydroxymethylpyrimidine), ( 1 ). Reagents/catalysts: [O-2].[O-2].[Mn+4] (manganese dioxide), [O-2].[O-2].[Mn+4] (manganese dioxide). Solvent: C(Cl)(Cl)Cl (chloroform). Yields the product CSC1=NC=C(C(=N1)NCC1=CC(=C(C=C1)OC)Cl)C=O (2-methylthio-4-(3-chloro-4-methoxybenzylamino)-5-formylpyrimidine). Reaction SMILES: [CH3:1][S:2][C:3]1[N:8]=[C:7]([NH:9][CH2:10][C:11]2[CH:16]=[CH:15][C:14]([O:17][CH3:18])=[C:13]([Cl:19])[CH:12]=2)[C:6]([CH2:20][OH:21])=[CH:5][N:4]=1>C(Cl)(Cl)Cl.[O-2].[O-2].[Mn+4]>[CH3:1][S:2][C:3]1[N:8]=[C:7]([NH:9][CH2:10][C:11]2[CH:16]=[CH:15][C:14]([O:17][CH3:18])=[C:13]([Cl:19])[CH:12]=2)[C:6]([CH:20]=[O:21])=[CH:5][N:4]=1 |f:2.3.4|. Reported procedure: To a suspension of 2-methylthio-4-(3-chloro-4-methoxybenzylamino)-5-hydroxymethylpyrimidine (prepared in the above (1)) 25.10 g in chloroform 150 ml is a manganese dioxide powder 37.6 g (one and a half of the starting material) and the mixture is vigorously stirred at room temperature for a day. Further the mixture is treated with a manganese dioxide powder 12.6 g (a half of the starting material) and the mixture is stirred for three nights. The insoluble materials are filtered off with Celite a... Reactants: FC1=C(C=CC(=C1)F)[C@]1(OC1)[C@H](C)O ((1S)-1-[(2R)-2-(2,4-difluorophenyl)-2-oxiranyl] ethanol), N1N=NC=C1 (1H-1,2,3-triazole), FC1=C(C=CC(=C1)F)[C@]1(OC1)[C@@H](C)N1N=CC=N1 ((2S)-2-(2,4-difluorophenyl)-2-[(1R)-1-(2H-1,2,3-triazole-2-yl)-ethyl]oxirane). Product: FC1=C(C=CC(=C1)F)[C@]1(OC1)[C@@H](C)N1N=NC=C1 ((2S)-2-(2,4-difluorophenyl)-2-[(1R)-1-(1H-1,2,3-triazol-1-yl)ethyl]oxirane). RXN SMILES: [F:1][C:2]1[CH:7]=[C:6]([F:8])[CH:5]=[CH:4][C:3]=1[C@:9]1([C@@H:12](O)[CH3:13])[CH2:11][O:10]1.[NH:15]1[CH:19]=[CH:18][N:17]=[N:16]1.FC1C=C(F)C=CC=1[C@]1([C@H](N2N=CC=N2)C)CO1>>[F:1][C:2]1[CH:7]=[C:6]([F:8])[CH:5]=[CH:4][C:3]=1[C@:9]1([C@H:12]([N:15]2[CH:19]=[CH:18][N:17]=[N:16]2)[CH3:13])[CH2:11][O:10]1. Procedure: Using (1S)-1-[(2R)-2-(2,4-difluorophenyl)-2-oxiranyl] ethanol (497 mg) and 1H-1,2,3-triazole, (2S)-2-(2,4-difluorophenyl)-2-[(1R)-1-(2H-1,2,3-triazole-2-yl)-ethyl]oxirane (150 mg) and (2S)-2-(2,4-difluorophenyl)-2-[(1R)-1-(1H-1,2,3-triazol-1-yl)ethyl]oxirane (204 mg) were obtained by the same way as in Reference Example 2. The reactants are CI, CN(C)C=O, CC(C)c1ccccc1N=C1NCCS1, [H-], [Na+], O, S=C=S. The product is CSC(=S)N1CCSC1=Nc1ccccc1C(C)C. Reaction SMILES: [CH3:21][I:22].[CH3:24][N:25]([CH3:26])[CH:27]=[O:28].[CH:1]([CH3:2])([CH3:3])[c:4]1[c:5]([N:10]=[C:11]2[S:12][CH2:13][CH2:14][NH:15]2)[cH:6][cH:7][cH:8][cH:9]1.[H-:19].[Na+:20].[OH2:23].[S:16]=[C:17]=[S:18]>>[CH:1]([CH3:2])([CH3:3])[c:4]1[c:5]([N:10]=[C:11]2[S:12][CH2:13][CH2:14][N:15]2[C:17](=[S:16])[S:18][CH3:21])[cH:6][cH:7][cH:8][cH:9]1. The reactants are C1(=CC=CC=C1)N1N=C(C=C1CCC=O)CCC (3-(1-phenyl-3-propyl-1H-pyrazol-5-yl)propanal), [BH-](OC(=O)C)(OC(=O)C)OC(=O)C.[Na+] (NaBH(OAc)3), ClC=1C=C(C=CC1Cl)N1CCNCC1 (1-(3,4-dichlorophenyl)piperazine), CCN(C(C)C)C(C)C (DIPEA). Product: ClC=1C=C(C=CC1Cl)N1CCN(CC1)CCCC1=CC(=NN1C1=CC=CC=C1)CCC (1-(3,4-dichlorophenyl)-4-(3-(1-phenyl-3-propyl-1H-pyrazol-5-yl)propyl)piperazine). As a reaction SMILES: [C:1]1([N:7]2[C:11]([CH2:12][CH2:13][CH:14]=O)=[CH:10][C:9]([CH2:16][CH2:17][CH3:18])=[N:8]2)[CH:6]=[CH:5][CH:4]=[CH:3][CH:2]=1.[Cl:19][C:20]1[CH:21]=[C:22]([N:27]2[CH2:32][CH2:31][NH:30][CH2:29][CH2:28]2)[CH:23]=[CH:24][C:25]=1[Cl:26].CCN(C(C)C)C(C)C.[BH-](OC(C)=O)(OC(C)=O)OC(C)=O.[Na+]>>[Cl:19][C:20]1[CH:21]=[C:22]([N:27]2[CH2:32][CH2:31][N:30]([CH2:14][CH2:13][CH2:12][C:11]3[N:7]([C:1]4[CH:6]=[CH:5][CH:4]=[CH:3][CH:2]=4)[N:8]=[C:9]([CH2:16][CH2:17][CH3:18])[CH:10]=3)[CH2:29][CH2:28]2)[CH:23]=[CH:24][C:25]=1[Cl:26] |f:3.4|. Reported procedure: 192 mg (94%) of target compound was obtained by using a method same as in Example 1 by using 3-(1-phenyl-3-propyl-1H-pyrazol-5-yl)propanal (100 mg, 0.413 mmol), 1-(3,4-dichlorophenyl)piperazine (95 mg, 0.413 mmol), DIPEA (0.110 mL, 0.620 mmol) and NaBH(OAc)3 (263 mg, 1.239 mmol). The reactants are [N+](=O)([O-])C1=CC=C(S1)S(=O)(=O)N1C[C@@H](N(CC1)C1=NC=C(C=N1)C(C(F)(F)F)(C)O)C (2-(2-((2S)-4-((5-nitro-2-thiophenyl)sulfonyl)-2-methyl-1-piperazinyl)-5-pyrimidinyl)-1,1,1-trifluoro-2-propanol), C(=O)[O-].[NH4+] (ammonium formate), crude product. The reagents and catalysts are [Pd] (Pd/C). Run in CCO (EtOH), C(Cl)Cl (CH2Cl2). Run at time 18 hour. Product: NC1=CC=C(S1)S(=O)(=O)N1C[C@@H](N(CC1)C1=NC=C(C=N1)C(C(F)(F)F)(C)O)C (2-(2-((2S)-4-((5-amino-2-thiophenyl)sulfonyl)-2-methyl-1-piperazinyl)-5-pyrimidinyl)-1,1,1-trifluoro-2-propanol). Yield: 22.7%. RXN SMILES: [N+:1]([C:4]1[S:8][C:7]([S:9]([N:12]2[CH2:17][CH2:16][N:15]([C:18]3[N:23]=[CH:22][C:21]([C:24]([OH:30])([CH3:29])[C:25]([F:28])([F:27])[F:26])=[CH:20][N:19]=3)[C@@H:14]([CH3:31])[CH2:13]2)(=[O:11])=[O:10])=[CH:6][CH:5]=1)([O-])=O.C([O-])=O.[NH4+]>CCO.C(Cl)Cl.[Pd]>[NH2:1][C:4]1[S:8][C:7]([S:9]([N:12]2[CH2:17][CH2:16][N:15]([C:18]3[N:23]=[CH:22][C:21]([C:24]([OH:30])([CH3:29])[C:25]([F:27])([F:28])[F:26])=[CH:20][N:19]=3)[C@@H:14]([CH3:31])[CH2:13]2)(=[O:10])=[O:11])=[CH:6][CH:5]=1 |f:1.2|. Procedure details: In a 50-mL round bottomed flask, a mixture of 2-(2-((2S)-4-((5-nitro-2-thiophenyl)sulfonyl)-2-methyl-1-piperazinyl)-5-pyrimidinyl)-1,1,1-trifluoro-2-propanol (108 mg, 0.224 mmol), ammonium formate (30.1 mg, 0.478 mmol, Sigma-Aldrich, St. Louis, Mo.), and 10% Pd/C (25.4 mg, 0.024 mmol) in EtOH (10 mL) was stirred under an atmosphere of H2 (1 atm) for 18 h. Afterwards, the mixture was filtered through a plug of Celite and the filtrate was concentrated to give the crude product. The crude product w...